The task is: describe an organic reaction: reactants, conditions, products, and yield. This data is from the Open Reaction Database (ORD), a public repository of structured organic reaction records. The reactants are NC1=CC=CC=C1 (aniline), CCOC(=O)C1CCCC1=O (ethyl cyclopentanone-2-carboxylate), [Cl-].[Ca+2].[Cl-] (calcium chloride). Solvent: C1CCOC1 (THF). Product: N(C1=CC=CC=C1)C1=C(CCC1)C(=O)OCC (Ethyl 1-Anilino-1-cyclopentene-2-carboxylate). As a reaction SMILES: [NH2:1][C:2]1[CH:7]=[CH:6][CH:5]=[CH:4][CH:3]=1.[CH3:8][CH2:9][O:10][C:11]([CH:13]1[C:17](=O)[CH2:16][CH2:15][CH2:14]1)=[O:12].[Cl-].[Ca+2].[Cl-]>C1COCC1>[NH:1]([C:14]1[CH2:15][CH2:16][CH2:17][C:13]=1[C:11]([O:10][CH2:9][CH3:8])=[O:12])[C:2]1[CH:7]=[CH:6][CH:5]=[CH:4][CH:3]=1 |f:2.3.4|. Procedure details: A mixture of aniline (6.0 g, 64.5 mmol), ethyl cyclopentanone-2-carboxylate (Aldrich Chemicals) (10.0 g, 64.1 mmol) and calcium chloride (7.6 g, 68.5 mmol) in THF (100 ml) was heated under reflux for 24 hours. After being allowed to cool, the suspension was filtered and the solvent was removed from the filtrate under reduced pressure. Kugelrohr distillation of the residue (125° C., 0.02 mmHg) gave the title product as a pale yellow liquid. Reactants: CCO, CCOC(C)=O, COC(=O)C(CC(C)(C)[N+](=O)[O-])c1ccc(Cl)c(F)c1, Cl. Yields the product CC1(C)CC(c2ccc(Cl)c(F)c2)C(=O)N1. As a reaction SMILES: [CH3:22][CH2:23][OH:24].[CH3:25][CH2:26][O:27][C:28](=[O:29])[CH3:30].[Cl:1][c:2]1[c:3]([F:20])[cH:4][c:5]([CH:8]([C:9](=[O:10])[O:17][CH3:18])[CH2:13][C:14]([CH3:15])([N+:16]([O-:11])=[O:12])[CH3:19])[cH:6][cH:7]1.[ClH:21]>>[Cl:1][c:2]1[c:3]([F:20])[cH:4][c:5]([CH:8]2[C:9](=[O:10])[NH:16][C:14]([CH3:15])([CH3:19])[CH2:13]2)[cH:6][cH:7]1. The reactants are CCO, O=Cc1ccc([N+](=O)[O-])cc1, COC(=O)c1ccc(N)cc1. The product is COC(=O)c1ccc(N=Cc2ccc([N+](=O)[O-])cc2)cc1. RXN SMILES: [CH3:23][CH2:24][OH:25].[N+:12](=[O:13])([O-:14])[c:15]1[cH:16][cH:17][c:18]([CH:19]=[O:20])[cH:21][cH:22]1.[NH2:1][c:2]1[cH:3][cH:4][c:5]([C:6](=[O:7])[O:8][CH3:9])[cH:10][cH:11]1>>[N:1]([c:2]1[cH:3][cH:4][c:5]([C:6](=[O:7])[O:8][CH3:9])[cH:10][cH:11]1)=[CH:19][c:18]1[cH:17][cH:16][c:15]([N+:12](=[O:13])[O-:14])[cH:22][cH:21]1. The reactants are C1CCOC1, CCOC(C)=O, Clc1cccnc1-n1ncc2c(Cl)ncnc21, [H-], [Na+], COCC(C)OCC(O)C(=O)OC. Product: COCC(C)OCC(Oc1ncnc2c1cnn2-c1ncccc1Cl)C(=O)OC. As a reaction SMILES: [CH2:33]1[O:34][CH2:35][CH2:36][CH2:37]1.[CH3:38][CH2:39][O:40][C:41](=[O:42])[CH3:43].[Cl:16][c:17]1[c:18]2[c:19]([n:20][cH:21][n:22]1)[n:23](-[c:26]1[n:27][cH:28][cH:29][cH:30][c:31]1[Cl:32])[n:24][cH:25]2.[H-:1].[Na+:2].[OH:3][CH:4]([C:5](=[O:6])[O:7][CH3:8])[CH2:9][O:10][CH:11]([CH2:12][O:13][CH3:14])[CH3:15]>>[O:3]([CH:4]([C:5](=[O:6])[O:7][CH3:8])[CH2:9][O:10][CH:11]([CH2:12][O:13][CH3:14])[CH3:15])[c:17]1[c:18]2[c:19]([n:20][cH:21][n:22]1)[n:23](-[c:26]1[n:27][cH:28][cH:29][cH:30][c:31]1[Cl:32])[n:24][cH:25]2.